This data is from the Open Reaction Database (ORD), a public repository of structured organic reaction records. The task is: describe an organic reaction: reactants, conditions, products, and yield Starting materials: Cl.COC1=CC=C(C=C1C1=CC(=CC=C1OC)C(NC1=CC=CC=C1)=N)C(NC1=CC=CC=C1)=N (6,6'-Dimethoxy-N,N"-diphenyl[1,1'-biphenyl]-3,3'-dicarboximidamide, hydrochloride), Cl.N1=CC=CC=C1 (pyridine hydrochloride). Run in Cl (hydrochloric acid), Cl (hydrochloric acid), O (water). Conditions: temperature 180 celsius, time 16 hour. The product is Cl.OC1=CC=C(C=C1C1=CC(=CC=C1O)C(NC1=CC=CC=C1)=N)C(NC1=CC=CC=C1)=N (6,6'-Dihydroxy-N,N"-diphenyl[1,1'-biphenyl]-3,3'-dicarboximidamide, hydrochloride). Yield: 38.2%. Reaction SMILES: [ClH:1].C[O:3][C:4]1[C:9]([C:10]2[C:15]([O:16]C)=[CH:14][CH:13]=[C:12]([C:18](=[NH:26])[NH:19][C:20]3[CH:25]=[CH:24][CH:23]=[CH:22][CH:21]=3)[CH:11]=2)=[CH:8][C:7]([C:27](=[NH:35])[NH:28][C:29]2[CH:34]=[CH:33][CH:32]=[CH:31][CH:30]=2)=[CH:6][CH:5]=1.Cl.N1C=CC=CC=1>O.Cl>[ClH:1].[OH:16][C:15]1[C:10]([C:9]2[C:4]([OH:3])=[CH:5][CH:6]=[C:7]([C:27](=[NH:35])[NH:28][C:29]3[CH:34]=[CH:33][CH:32]=[CH:31][CH:30]=3)[CH:8]=2)=[CH:11][C:12]([C:18](=[NH:26])[NH:19][C:20]2[CH:25]=[CH:24][CH:23]=[CH:22][CH:21]=2)=[CH:13][CH:14]=1 |f:0.1,2.3,6.7|. Reported procedure: A mixture of 2.5 g of 6,6'-dimethoxy-N,N"-diphenyl[1,1'-biphenyl]-3,3'-dicarboximidamide, monohydrochloride (see Example 1) and 25 g of dry pyridine hydrochloride is heated at 180° C for 75 minutes. The mixture is then cooled, diluted with 10 ml of water and acidified with 10 ml of concentrated hydrochloric acid. The mixture is further diluted with 100 ml of 10% hydrochloric acid and allowed to stand at 0° C for about 16 hours. The crystalline material so obtained is recrystallized from dilute H... The solvent is N1=CC=CC=C1 (pyridine). Product: C(C1=CC=CC=C1)(=O)N1CC2(C=C(CO2)C2=C(C=CC(=C2)N2N=NN=C2C(F)(F)F)OC)CCC1 (7-Benzoyl-3-(2-methoxy-5-(5-trifluoromethyl-1H-tetrazol-1-yl)phenyl)-1-oxa-7-azaspiro[4,5]dec-3-ene). Run at temperature 0 celsius, time 2 hour. Isolated yield 67.8%. RXN SMILES: [C:1](Cl)(=[O:8])[C:2]1[CH:7]=[CH:6][CH:5]=[CH:4][CH:3]=1.Cl.[CH3:11][O:12][C:13]1[CH:18]=[CH:17][C:16]([N:19]2[C:23]([C:24]([F:27])([F:26])[F:25])=[N:22][N:21]=[N:20]2)=[CH:15][C:14]=1[C:28]1[CH2:29][O:30][C:31]2([CH2:37][CH2:36][CH2:35][NH:34][CH2:33]2)[CH:32]=1>N1C=CC=CC=1>[C:1]([N:34]1[CH2:35][CH2:36][CH2:37][C:31]2([O:30][CH2:29][C:28]([C:14]3[CH:15]=[C:16]([N:19]4[C:23]([C:24]([F:25])([F:26])[F:27])=[N:22][N:21]=[N:20]4)[CH:17]=[CH:18][C:13]=3[O:12][CH3:11])=[CH:32]2)[CH2:33]1)(=[O:8])[C:2]1[CH:7]=[CH:6][CH:5]=[CH:4][CH:3]=1 |f:1.2|. Starting materials: C(C1=CC=CC=C1)(=O)Cl (Benzoyl chloride), Cl.COC1=C(C=C(C=C1)N1N=NN=C1C(F)(F)F)C=1COC2(C1)CNCCC2 (3-(2-methoxy-5-(5-trifluoromethyl-1H-tetrazol-1-yl)phenyl)-1-oxa-7-azaspiro[4,5]dec-3-ene hydrochloride). Procedure: Benzoyl chloride (0.10 ml, 0.86 mmol) was added to a solution of 3-(2-methoxy-5-(5-trifluoromethyl-1H-tetrazol-1-yl)phenyl)-1-oxa-7-azaspiro[4,5]dec-3-ene hydrochloride (Desc. 11; 0.33 g, 0.79 mmol) in pyridine (5 ml) at 0° C. The mixture was stirred at 0° C. for 11/2 hours, allowed to warm to room temperature and concentrated in vacuo. 1M Hydrochloric acid (50 ml) was added to the residue and the mixture extracted with dichloromethane (2×25 ml). The combined extracts were dried (MgSO4), concent...